Dataset: the Open Reaction Database (ORD), a public repository of structured organic reaction records. Task: describe an organic reaction: reactants, conditions, products, and yield Reactants: C=CCN1CC[C@]23C4=C5C=CC(=C4O[C@H]2C(=O)CC[C@]3([C@H]1C5)O)O.Cl (naloxone hydrochloride), C(C)N(C(C(C(C)=O)=NNC1=CC=CC=C1)=O)CC (N,N-diethyl-2-phenylhydrazono-3-oxobutyramide), CC(=O)O[Na] (CH3COONa), C(C)(=O)O (acetic acid). Reagents/catalysts: [Zn] (zinc). Product: Cl.C(C)N(C(=O)C1=C(C2=C(C3C45CCN(C(C4(C2)O)CC2=CC=C(C(=C25)O3)O)CC=C)N1)C)CC (11-Diethylaminocarbonyl-10-methyl-7- (2-propenyl)-5,6,7,8,12,12b-hexahydro-4,8-methanobenzofuro[3,2-e]pyrrolo[2,3-g]isoquinoline-1,8a-(9H)-diol hydrochloride). RXN SMILES: [CH2:1]=[CH:2][CH2:3][N:4]1[C@@H:21]2[CH2:22][C:9]3C=CC(O)=C4O[C@H:15]5[C:16]([CH2:18][CH2:19][C@:20]2([OH:23])[C@:7]5([C:8]=34)[CH2:6][CH2:5]1)=O.[ClH:25].[CH2:26]([N:28]([CH2:43][CH3:44])[C:29](=[O:42])[C:30](=[N:34]NC1C=CC=CC=1)[C:31](=O)[CH3:32])[CH3:27].[CH3:45][C:46]([O:48][Na])=O.[C:50]([OH:53])(=O)[CH3:51]>[Zn]>[ClH:25].[CH2:43]([N:28]([CH2:26][CH3:27])[C:29]([C:30]1[NH:34][C:16]2[CH:15]3[O:48][C:46]4=[C:45]5[C:7]63[C:20]([OH:23])([CH2:19][C:18]=2[C:31]=1[CH3:32])[CH:21]([CH2:22][C:9]5=[CH:8][CH:51]=[C:50]4[OH:53])[N:4]([CH2:3][CH:2]=[CH2:1])[CH2:5][CH2:6]6)=[O:42])[CH3:44] |f:0.1,6.7|. Reported procedure: 1.0 g (2.75 mmoles) of naloxone hydrochloride, 2.15 g (8.25 mmoles) di N,N-diethyl-2-phenylhydrazono-3-oxobutyramide, 0.68 g (8.25 mmoles) of CH3COONa, 1.06 g (16.2 mmoles) of zinc dust and 15 ml of glacial acetic acid were treated as described in the Example 1. The residue was purified by flash chromatography (AcOEt/MeOH/conc. NH4OH 80:20:0.5), dissolved in MeOH and the solution brought to acidic pH with HCl/Et2O. The precipitate was filtered and recrystallized twice from EtOH to yield 0.95 g o... Reactants: CCC(=O)O, CCC(=O)O, CS(=O)(=O)Cl, CNc1ccc2[nH]c(=O)c3[nH]ccc3c2c1, Cl, Nc1ccc2[nH]c(=O)c3[nH]ccc3c2c1. Product: CCC(=O)O, CN(c1ccc2[nH]c(=O)c3[nH]ccc3c2c1)S(C)(=O)=O. RXN SMILES: [CH2:23]([C:24]([OH:25])=[O:26])[CH3:27].[CH2:2]([CH3:3])[C:4](=[O:5])[OH:6].[CH3:43][S:44]([Cl:45])(=[O:46])=[O:47].[CH3:7][NH:8][c:9]1[cH:10][c:11]2[c:12]3[c:13]([c:14](=[O:19])[nH:15][c:16]2[cH:17][cH:18]1)[nH:20][cH:21][cH:22]3.[ClH:1].[NH2:28][c:29]1[cH:30][cH:31][c:32]2[nH:33][c:34](=[O:35])[c:36]3[nH:37][cH:38][cH:39][c:40]3[c:41]2[cH:42]1>>[CH2:2]([CH3:3])[C:4](=[O:5])[OH:6].[CH3:7][N:8]([c:9]1[cH:10][c:11]2[c:12]3[c:13]([c:14](=[O:19])[nH:15][c:16]2[cH:17][cH:18]1)[nH:20][cH:21][cH:22]3)[S:44]([CH3:43])(=[O:46])=[O:47]. Reactants: C1CN(CCC12C(=O)NCN2C3=CC=CC=C3)CCCC(=O)C4=CC=C(C=C4)F ([3H]spiperone), CC(C)(C)[C@]1(CCN2C[C@@H]3C=4C=CC=CC4CCC5=C3C(=CC=C5)[C@H]2C1)O ((+)-butaclamol), C(C(CO)(CO)N)O.Cl (Tris HCl), [Na+].[Cl-] (NaCl). Conditions: time 15 minute. Yields the product NCCC1=CC(O)=C(O)C=C1 (Dopamine). RXN SMILES: C1C2(N(C3C=CC=CC=3)CNC2=O)CCN(CCC[C:21]([C:23]2[CH:28]=[CH:27][C:26](F)=CC=2)=[O:22])C1.C(O)[C:31](N)([CH2:34][OH:35])[CH2:32]O.Cl.[Na+].[Cl-].CC([C@]1(O)C[C@H]2[N:48](C[C@H]3C4C2=CC=CC=4CCC2C=CC=CC3=2)CC1)(C)C>>[NH2:48][CH2:26][CH2:27][C:28]1[CH:32]=[CH:31][C:34]([OH:35])=[C:21]([OH:22])[CH:23]=1 |f:1.2,3.4|. Procedure details: 0.5 mL aliquots of the membrane preparation were incubated with unlabeled drugs, and 0.15 nM [3H]spiperone in a final volume of 1 mL containing 50 mM Tris HCl, 120 mM NaCl and 1 mM MgC12 (pH 7.7). Nonspecific binding was measured in the presence of 100 nM (+)-butaclamol. After 15 minutes of incubation at 37° C., samples were filtered rapidly through Whatman GF/C glass filters under negative pressure, and washed three times with ice-cold binding buffer (5 mL). The reactants are CC=1C(C2=CC=CC=C2C1CC(=O)O)=CC1=CC=C(C=C1)S(=O)C (2-Methyl-1-(p-methylsulfinylbenzylidene)inden-3-acetic acid), FC(Cl)(Cl)Cl (fluorotrichloromethane), FOC(F)(F)F (fluoroxytrifluoromethane). Conditions: temperature -15 celsius, time 80 minute. Product: FC=1C=C2C(=C(C(C2=CC1)=CC1=CC=C(C=C1)S(=O)C)C)CC(=O)O (5-fluoro-2-methyl-1-(p-methylsulfinylbenzylidene)inden-3-acetic acid). RXN SMILES: [CH3:1][C:2]1[C:3](=[CH:15][C:16]2[CH:21]=[CH:20][C:19]([S:22]([CH3:24])=[O:23])=[CH:18][CH:17]=2)[C:4]2[C:9]([C:10]=1[CH2:11][C:12]([OH:14])=[O:13])=[CH:8][CH:7]=[CH:6][CH:5]=2.[F:25]C(Cl)(Cl)Cl.FOC(F)(F)F>>[F:25][C:7]1[CH:8]=[C:9]2[C:4](=[CH:5][CH:6]=1)[C:3](=[CH:15][C:16]1[CH:21]=[CH:20][C:19]([S:22]([CH3:24])=[O:23])=[CH:18][CH:17]=1)[C:2]([CH3:1])=[C:10]2[CH2:11][C:12]([OH:14])=[O:13]. Reported procedure: 2-Methyl-1-(p-methylsulfinylbenzylidene)inden-3-acetic acid (2.25 g.) dissolved in 80 ml. of fluorotrichloromethane was ultraviolet irradiated and stirred at -15° C. for 80 min.; meanwhile 1.2 g. of fluoroxytrifluoromethane was passed in. The residue obtained after evaporation of the solvent was subjected to chromatography on a silica gel column, to give 5-fluoro-2-methyl-1-(p-methylsulfinylbenzylidene)inden-3-acetic acid, m.p. 188°-189° C. The reactants are CC(CO)(CO)CCC (2-methyl-2-propyl-1,3-dihydroxypropane), [N+](=O)([O-])C1=CC=C(C=C1)Cl (4-nitrochlorobenzene), [OH-].[Na+] (sodium hydroxide). The solvent is CS(=O)C (DMSO). The product is [N+](=O)([O-])C1=CC=C(OCC(COC2=CC=C(C=C2)[N+](=O)[O-])(CCC)C)C=C1 (1,3-bis-(4-nitrophenoxy)-2-methyl-2-propylpropane). Reaction SMILES: [CH3:1][C:2]([CH2:7][CH2:8][CH3:9])([CH2:5][OH:6])[CH2:3][OH:4].[N+:10]([C:13]1[CH:18]=[CH:17][C:16](Cl)=[CH:15][CH:14]=1)([O-:12])=[O:11].[OH-:20].[Na+]>CS(C)=O>[N+:10]([C:13]1[CH:18]=[CH:17][C:16]([O:4][CH2:3][C:2]([CH3:1])([CH2:7][CH2:8][CH3:9])[CH2:5][O:6][C:16]2[CH:17]=[CH:18][C:13]([N+:10]([O-:11])=[O:20])=[CH:14][CH:15]=2)=[CH:15][CH:14]=1)([O-:12])=[O:11] |f:2.3|. Reported procedure: 132 g (1 mol) 2-methyl-2-propyl-1,3-dihydroxypropane, 346.5 g (2.2 mols) 4-nitrochlorobenzene and 140 g powdered sodium hydroxide were reacted in the same manner as was described in Example 1 in 600 ml DMSO. Starting materials: OC1=CC=C(C(=O)C2=C(OC3=C2C=CC=C3)C3=CC=CC=C3)C=C1 (3-(4-hydroxybenzoyl)-2-phenylbenzofuran), C(C)N(CCCCl)CC (3-diethylaminopropyl chloride), C([O-])([O-])=O.[K+].[K+] (potassium carbonate). The solvent is CC(=O)C (acetone). Yields the product C(C)N(CCCOC1=CC=C(C(=O)C2=C(OC3=C2C=CC=C3)C3=CC=CC=C3)C=C1)CC (3-[4-(3-Diethylaminopropoxy)benzoyl]-2-phenylbenzofuran). Reaction SMILES: [OH:1][C:2]1[CH:24]=[CH:23][C:5]([C:6]([C:8]2[C:12]3[CH:13]=[CH:14][CH:15]=[CH:16][C:11]=3[O:10][C:9]=2[C:17]2[CH:22]=[CH:21][CH:20]=[CH:19][CH:18]=2)=[O:7])=[CH:4][CH:3]=1.[CH2:25]([N:27]([CH2:32][CH3:33])[CH2:28][CH2:29][CH2:30]Cl)[CH3:26].C(=O)([O-])[O-].[K+].[K+]>CC(C)=O>[CH2:25]([N:27]([CH2:32][CH3:33])[CH2:28][CH2:29][CH2:30][O:1][C:2]1[CH:3]=[CH:4][C:5]([C:6]([C:8]2[C:12]3[CH:13]=[CH:14][CH:15]=[CH:16][C:11]=3[O:10][C:9]=2[C:17]2[CH:18]=[CH:19][CH:20]=[CH:21][CH:22]=2)=[O:7])=[CH:23][CH:24]=1)[CH3:26] |f:2.3.4|. Reported procedure: A mixture of 6.2 g. (19.7 mmol.) of 3-(4-hydroxybenzoyl)-2-phenylbenzofuran, 2.95 g. (19.7 mmol.) of 3-diethylaminopropyl chloride and 10.9 g. (0.079 mol.) of potassium carbonate in 300 ml. of acetone is refluxed for 12 hours. After cooling, the mixture is filtered and the filtrate is concentrated to give the title compound.